Dataset: the Open Reaction Database (ORD), a public repository of structured organic reaction records. Task: describe an organic reaction: reactants, conditions, products, and yield Starting materials: C(C1=CC=CC=C1)OC=1C=C(C(C(=O)OC)=C(C1)C)C(=O)OC (dimethyl 4-benzyloxy-6-methyl-phthalate). Run in [OH-].[Na+] (sodium hydroxide), COCCOC (1,2-dimethoxyethane). The product is C(=O)(OC)C1=C(C(=O)O)C=C(C=C1C)OCC1=CC=CC=C1 (2-carbomethoxy-3-methyl-5-benzyloxy-benzoic acid). The yield is 52.3%. As a reaction SMILES: [CH2:1]([O:8][C:9]1[CH:10]=[C:11]([C:20]([O:22]C)=[O:21])[C:12](=[C:17]([CH3:19])[CH:18]=1)[C:13]([O:15][CH3:16])=[O:14])[C:2]1[CH:7]=[CH:6][CH:5]=[CH:4][CH:3]=1>[OH-].[Na+].COCCOC>[C:13]([C:12]1[C:17]([CH3:19])=[CH:18][C:9]([O:8][CH2:1][C:2]2[CH:3]=[CH:4][CH:5]=[CH:6][CH:7]=2)=[CH:10][C:11]=1[C:20]([OH:22])=[O:21])([O:15][CH3:16])=[O:14] |f:1.2|. Procedure: A solution of dimethyl 4-benzyloxy-6-methyl-phthalate (1.5 gm) in sodium hydroxide (2% solution, 12 ml) and 1,2-dimethoxyethane (12 ml) was stirred at room temperature for 4 hours. The solvent was removed under reduced pressure. The aqueous solution was washed with ethyl acetate (3×125 ml). The organic extract was dried over magnesium sulphate and evaporated to give a solid. This solid was recrystallized from ethyl acetate: pet. ether 30-60 to yield 2-carbomethoxy-3-methyl-5-benzyloxy-benzoic ac... Reactants: O1C(=CC=C1)C1=[N+](C(=CC=C1)C)[O-] (2-furan-2-yl-6-methylpyridine 1-oxide), aqueous solution, [OH-].[Na+] (sodium hydroxide), FC(C(=O)OC(C(F)(F)F)=O)(F)F (trifluoroacetic anhydride). Solvent: O1CCCC1 (tetrahydrofuran). Run at temperature 0 celsius, time 12 hour. The product is O1C(=CC=C1)C1=CC=CC(=N1)CO ((6-furan-2-yl-pyridin-2-yl)methanol). Isolated yield 73.8%. Reaction SMILES: [O:1]1[CH:5]=[CH:4][CH:3]=[C:2]1[C:6]1[CH:11]=[CH:10][CH:9]=[C:8]([CH3:12])[N+:7]=1[O-].FC(F)(F)C(OC(=O)C(F)(F)F)=[O:17].[OH-].[Na+]>O1CCCC1>[O:1]1[CH:5]=[CH:4][CH:3]=[C:2]1[C:6]1[N:7]=[C:8]([CH2:12][OH:17])[CH:9]=[CH:10][CH:11]=1 |f:2.3|. Procedure details: 2.75 g of 2-furan-2-yl-6-methylpyridine 1-oxide (15.7 mmol) are dissolved in 27 ml of tetrahydrofuran. 6.65 ml of trifluoroacetic anhydride (47.1 mmol) are added to the solution cooled to 0° C. under a nitrogen atmosphere. The mixture is stirred for 12 hours at room temperature and then 25 ml of a 4N aqueous solution of sodium hydroxide are added. The tetrahydrofuran is evaporated off, the residue is taken up in a saturated aqueous solution of sodium chloride and then the mixture is extracted wi...